From a dataset of the Open Reaction Database (ORD), a public repository of structured organic reaction records. describe an organic reaction: reactants, conditions, products, and yield Procedure: 4 ml of phosphorus oxychloride is added to a solution of 1.69 g (0.005 mole) of 6-phenyl-8-chloro-4H-s-triazolo[4,3-a ] [1,4]benzodiazepine-1-carboxamide in 5ml of dimethylformamide, and stirring maintained for 10 minutes at 80°. The reaction mixture is then poured on ice and extracted with ethylene chloride. The extract is washed with water and saturated sodium chloride solution, dried over magnesium sulphate and concentrated by evaporation. The residue is chromatographed on silica gel with the... Reactants: P(=O)(Cl)(Cl)Cl (phosphorus oxychloride), C1(=CC=CC=C1)C1=NCC=2N(C3=C1C=C(C=C3)Cl)C(=NN2)C(=O)N (6-phenyl-8-chloro-4H-s-triazolo[4,3-a ] [1,4]benzodiazepine-1-carboxamide). Run in CN(C=O)C (dimethylformamide). Reaction SMILES: P(Cl)(Cl)(Cl)=O.[C:6]1([C:12]2[C:18]3[CH:19]=[C:20]([Cl:23])[CH:21]=[CH:22][C:17]=3[N:16]3[C:24]([C:27]([NH2:29])=O)=[N:25][N:26]=[C:15]3[CH2:14][N:13]=2)[CH:11]=[CH:10][CH:9]=[CH:8][CH:7]=1>CN(C)C=O>[C:6]1([C:12]2[C:18]3[CH:19]=[C:20]([Cl:23])[CH:21]=[CH:22][C:17]=3[N:16]3[C:24]([C:27]#[N:29])=[N:25][N:26]=[C:15]3[CH2:14][N:13]=2)[CH:7]=[CH:8][CH:9]=[CH:10][CH:11]=1. The product is C1(=CC=CC=C1)C1=NCC=2N(C3=C1C=C(C=C3)Cl)C(=NN2)C#N (6-phenyl-8-chloro-4H-s-triazolo [4,3-a][1,4]benzodiazepine-1-carbonitrile).